From a dataset of the Open Reaction Database (ORD), a public repository of structured organic reaction records. describe an organic reaction: reactants, conditions, products, and yield Yield: 34.0%. The reactants are C=O (formalin), COC1=CC=C(C=C1)O (4-methoxyphenol), ice, N1(CCNCC1)C(=S)SC (methyl 1-piperazinecarbodithioate). Conditions: time 30 minute. Run in C(C)O (ethanol). Procedure details: To 20 ml of ethanol was 1.05 g of 37% formalin, and to the mixture was added under chilling with ice 2.29 g of methyl 1-piperazinecarbodithioate. The mixture was then stirred for 30 min. at room temperature, and, after addition of 1.24 g of 4-methoxyphenol, refluxed overnight under heating. The solvent was distilled off under reduced pressure, and the residue was purified by silica gel column chromatography. The obtained oil was crystallized from 10 ml of ethanol. The crystals were collected by ... The product is OC1=C(CN2CCN(CC2)C(=S)SC)C=C(C=C1)OC (Methyl 4-(2-hydroxy-5-methoxybenzyl)-1-piperazinecarbodithioate). RXN SMILES: [CH2:1]=O.[N:3]1([C:9]([S:11][CH3:12])=[S:10])[CH2:8][CH2:7][NH:6][CH2:5][CH2:4]1.[CH3:13][O:14][C:15]1[CH:20]=[CH:19][C:18]([OH:21])=[CH:17][CH:16]=1>C(O)C>[OH:21][C:18]1[CH:19]=[CH:20][C:15]([O:14][CH3:13])=[CH:16][C:17]=1[CH2:1][N:6]1[CH2:7][CH2:8][N:3]([C:9]([S:11][CH3:12])=[S:10])[CH2:4][CH2:5]1.